This data is from the Open Reaction Database (ORD), a public repository of structured organic reaction records. The task is: describe an organic reaction: reactants, conditions, products, and yield Reactants: C(=O)(OCC)C1=CC=C(C=C1)NCC(O)C1=CC=2C(CCC(C2C=C1)(C)C)(C)C (N-(4-carbethoxyphenyl)-1-(5,6,7,8-tetrahydro-5,5,8,8-tetramethyl-2-naphthalenyl)-2-aminoethanol), P(O)([O-])[O-].[Na+].[Na+] (sodium hydrogen phosphite), C=O (formalin), O1CCOCC1 (dioxane). Yields the product CC1(C=2C=CC(=CC2C(CC1)(C)C)C1OC1)C ((5,6,7,8-Tetrahydro-5,5,8,8-tetramethyl-2-naphthalenyl)oxirane). As a reaction SMILES: C(C1C=CC(NCC([C:16]2[CH:25]=[CH:24][C:23]3[C:22]([CH3:27])([CH3:26])[CH2:21][CH2:20][C:19]([CH3:29])([CH3:28])[C:18]=3[CH:17]=2)O)=CC=1)(OCC)=O.P([O-])([O-])O.[Na+].[Na+].C=O.[O:38]1[CH2:43][CH2:42]OCC1>>[CH3:27][C:22]1([CH3:26])[CH2:21][CH2:20][C:19]([CH3:28])([CH3:29])[C:18]2[CH:17]=[C:16]([CH:42]3[CH2:43][O:38]3)[CH:25]=[CH:24][C:23]1=2 |f:1.2.3|. Procedure: 1.58 g (4 millimoles) of N-(4-carbethoxyphenyl)-1-(5,6,7,8-tetrahydro-5,5,8,8-tetramethyl-2-naphthalenyl)-2-aminoethanol were stirred with 20 ml of 1N sodium hydrogen phosphite solution and 2 ml (20 millimoles) of formalin solution in 20 ml of dioxane for 1 hour at 60° C. The mixture was then poured onto water and extracted with ether, and the organic phase was washed with 2N sodium hydroxide solution and water, dried over magnesium sulfate and evaporated down. Recrystallization from methanol ga... Reaction SMILES: [Cl:1][C:2]1[CH:13]=[CH:12][C:5](/[CH:6]=[CH:7]/[S:8](Cl)(=[O:10])=[O:9])=[CH:4][CH:3]=1.[F:14][C:15]1[CH:21]=[CH:20][C:18]([NH2:19])=[CH:17][CH:16]=1>>[Cl:1][C:2]1[CH:13]=[CH:12][C:5](/[CH:6]=[CH:7]/[S:8]([NH:19][C:18]2[CH:20]=[CH:21][C:15]([F:14])=[CH:16][CH:17]=2)(=[O:10])=[O:9])=[CH:4][CH:3]=1. Reactants: ClC1=CC=C(/C=C/S(=O)(=O)Cl)C=C1 ((E)-4-chlorostyrylsulfonyl chloride), FC1=CC=C(N)C=C1 (4-fluoroaniline). Reported procedure: A solution of (E)-4-chlorostyrylsulfonyl chloride (10 mmol) and 4-fluoroaniline (10 mmol) was subjected to General Procedure 1, part B. The title compound, melting point 105-107° C., was obtained in 68.5% yield. Product: ClC1=CC=C(/C=C/S(=O)(=O)NC2=CC=C(C=C2)F)C=C1 ((E)-4-chlorostyryl-N-4-fluorophenyl sulfonamide). Isolated yield 68.5%. Starting materials: ClC1=CC=C(C(=O)N2C(=C(C3=CC(=CC=C23)OC)C(C)NO)C)C=C1 (1-(4-Chlorobenzoyl)-3-[1-(hydroxyamino)ethyl]-5-methoxy-2-methyl-1H-indole), ClC1=CC=C(C(=O)N2C(=C(C3=CC(=CC=C23)OC)C(C)NO)C)C=C1 (1-(4-Chlorobenzoyl)-3-[1-(hydroxyamino)ethyl]-5-methoxy-2-methyl-1H-indole), C(C)(=O)[O-].[Na+] (sodium acetate), C(C)(=O)Cl (acetyl chloride). Solvent: O1CCOCC1 (1,4-dioxane), O (water), C(C)(=O)OCC (ethyl acetate). Conditions: time 10 minute. The product is ClC1=CC=C(C(=O)N2C(=C(C3=CC(=CC=C23)OC)C(C)N(C(C)=O)O)C)C=C1 (N-[1-[1-(4-chlorobenzoyl)-5-methoxy-2-methyl-1H-indol-3-yl]ethyl]-N-hydroxyacetamide). The yield is 12.7%. Reaction SMILES: [Cl:1][C:2]1[CH:25]=[CH:24][C:5]([C:6]([N:8]2[C:16]3[C:11](=[CH:12][C:13]([O:17][CH3:18])=[CH:14][CH:15]=3)[C:10]([CH:19]([NH:21][OH:22])[CH3:20])=[C:9]2[CH3:23])=[O:7])=[CH:4][CH:3]=1.[C:26]([O-])(=[O:28])[CH3:27].[Na+].C(Cl)(=O)C>O1CCOCC1.O.C(OCC)(=O)C>[Cl:1][C:2]1[CH:25]=[CH:24][C:5]([C:6]([N:8]2[C:16]3[C:11](=[CH:12][C:13]([O:17][CH3:18])=[CH:14][CH:15]=3)[C:10]([CH:19]([N:21]([OH:22])[C:26](=[O:28])[CH3:27])[CH3:20])=[C:9]2[CH3:23])=[O:7])=[CH:4][CH:3]=1 |f:1.2|. Reported procedure: To a solution of 500 mg of 1-(4-chlorobenzoyl)-3-[1-(hydroxyamino)ethyl]-5-methoxy-2-methyl-1H-indole (crude product of Example 78) and 230 mg (2.8 mmol) of sodium acetate in 20 ml of 1,4-dioxane and 5 ml of water is added dropwise 90 μl (1.26 mmol) of acetyl chloride. The reaction mixture is stirred for 10 minutes, at which time it is diluted with ethyl acetate and washed twice with water and once with a saturated solution of sodium chloride. The organic phase is further dried over magnesium su... Starting materials: CCOC(=O)c1cc(C(C)(C)C)n[nH]1, CC(=O)[O-], CC(=O)[O-], O=C(OCc1ccccc1)N1CCc2cc(B(O)O)ccc2C1, ClCCl, [Cu+2], O, c1ccncc1. Product: CCOC(=O)c1cc(C(C)(C)C)nn1-c1ccc2c(c1)CCN(C(=O)OCc1ccccc1)C2. Reaction SMILES: [C:30]([CH3:31])([CH3:32])([CH3:33])[c:34]1[n:35][nH:36][c:37]([C:39](=[O:40])[O:41][CH2:42][CH3:43])[cH:38]1.[C:48]([O-:49])(=[O:50])[CH3:51].[C:53]([O-:54])(=[O:55])[CH3:56].[CH2:1]([c:2]1[cH:3][cH:4][cH:5][cH:6][cH:7]1)[O:8][C:9](=[O:10])[N:11]1[CH2:12][c:13]2[cH:14][cH:15][c:16]([B:21]([OH:22])[OH:23])[cH:17][c:18]2[CH2:19][CH2:20]1.[Cl:44][CH2:45][Cl:46].[Cu+2:52].[OH2:47].[cH:24]1[cH:25][cH:26][n:27][cH:28][cH:29]1>>[CH2:1]([c:2]1[cH:3][cH:4][cH:5][cH:6][cH:7]1)[O:8][C:9](=[O:10])[N:11]1[CH2:12][c:13]2[cH:14][cH:15][c:16](-[n:36]3[n:35][c:34]([C:30]([CH3:31])([CH3:32])[CH3:33])[cH:38][c:37]3[C:39](=[O:40])[O:41][CH2:42][CH3:43])[cH:17][c:18]2[CH2:19][CH2:20]1. Reactants: C(C=C)C1=C(C=CC=2C(C3=C(C=CC=C3OC12)F)=O)O (4-allyl-8-fluoro-3-hydroxy-9-oxo-9H-xanthene), ClC1=CC(=CC=C1)C(=O)OO (m-chloroperbenzoic acid), C(Cl)(Cl)Cl (chloroform), C([O-])([O-])=O.[K+].[K+] (potassium carbonate). Solvent: O (water). Conditions: time 5 hour. The product is FC1=CC=CC=2OC=3C4=C(C=CC3C(C12)=O)OC(C4)CO (7-fluoro-1,2-dihydro-2-hydroxymethyl-6-oxo-6H-furo[2,3-c]xanthene). Yield: 80.9%. As a reaction SMILES: [CH2:1]([C:4]1[C:17]2[O:16][C:15]3[C:10](=[C:11]([F:18])[CH:12]=[CH:13][CH:14]=3)[C:9](=[O:19])[C:8]=2[CH:7]=[CH:6][C:5]=1[OH:20])[CH:2]=[CH2:3].ClC1C=CC=C(C(OO)=[O:29])C=1.C(Cl)(Cl)Cl.C(=O)([O-])[O-].[K+].[K+]>O>[F:18][C:11]1[C:10]2[C:9](=[O:19])[C:8]3[CH:7]=[CH:6][C:5]4[O:20][CH:2]([CH2:3][OH:29])[CH2:1][C:4]=4[C:17]=3[O:16][C:15]=2[CH:14]=[CH:13][CH:12]=1 |f:3.4.5|. Procedure: A mixture of 4-allyl-8-fluoro-3-hydroxy-9-oxo-9H-xanthene (1.4 g), m-chloroperbenzoic acid (1.2 g) and chloroform (250 ml) was stirred at room temperature for 5 hours and thereafter left to stand overnight. After addition of potassium carbonate (2 g) and water (50 ml), the mixture was extracted with chloroform. The chloroform layer was dried and the solvent was distilled off. The residue was recrystallized from ethanol to obtain 1.2 g of 7-fluoro-1,2-dihydro-2-hydroxymethyl-6-oxo-6H-furo[2,3-c]x... Reactants: NC1=NC(=C(C(=N1)C=1OC=CC1)C#N)SC (2-amino-4-(2-furyl)-6-(methylthio)-5-pyrimidinecarbonitrile), N1CCCCC1 (piperidine), ( 38 ). The solvent is C(C)O (ethanol). Yields the product NC1=NC(=C(C(=N1)C=1OC=CC1)C#N)N1CCCCC1 (2-Amino-4-furan-2-yl-6-piperidin-1-yl-pyrimidine-5-carbonitrile). As a reaction SMILES: [NH2:1][C:2]1[N:7]=[C:6]([C:8]2[O:9][CH:10]=[CH:11][CH:12]=2)[C:5]([C:13]#[N:14])=[C:4](SC)[N:3]=1.[NH:17]1[CH2:22][CH2:21][CH2:20][CH2:19][CH2:18]1>C(O)C>[NH2:1][C:2]1[N:7]=[C:6]([C:8]2[O:9][CH:10]=[CH:11][CH:12]=2)[C:5]([C:13]#[N:14])=[C:4]([N:17]2[CH2:22][CH2:21][CH2:20][CH2:19][CH2:18]2)[N:3]=1. Procedure details: From 2-amino-4-(2-furyl)-6-(methylthio)-5-pyrimidinecarbonitrile and piperidine in ethanol. EI-MS m/e (%): 269 (M+, 36), 268 ([M—H]+, 100), 240 (38).